describe an organic reaction: reactants, conditions, products, and yield From a dataset of the Open Reaction Database (ORD), a public repository of structured organic reaction records. Starting materials: CC(C)(C)[O-], CI, CN(C)C=O, COC(=O)c1cc(Cl)cc2c1OC(C)C(=O)N2, [K+], O. Yields the product COC(=O)c1cc(Cl)cc2c1OC(C)C(=O)N2C. As a reaction SMILES: [CH3:18][C:19]([CH3:20])([O-:21])[CH3:22].[CH3:24][I:25].[CH3:27][N:28]([CH3:29])[CH:30]=[O:31].[Cl:1][c:2]1[cH:3][c:4]([C:14](=[O:15])[O:16][CH3:17])[c:5]2[c:6]([cH:13]1)[NH:7][C:8](=[O:12])[CH:9]([CH3:11])[O:10]2.[K+:23].[OH2:26]>>[Cl:1][c:2]1[cH:3][c:4]([C:14](=[O:15])[O:16][CH3:17])[c:5]2[c:6]([cH:13]1)[N:7]([CH3:18])[C:8](=[O:12])[CH:9]([CH3:11])[O:10]2. The reactants are FC(C(=O)O)(F)F (Trifluoroacetic acid), C(C)(C)(C)OC(=O)N1[C@@H](CN([C@H](C1)C)C1=CC=C(C=C1)OC[C@H]1CCN2C(O1)=NC(=C2)[N+](=O)[O-])C ((2R,5S)-2,5-dimethyl-4-[4-((R)-2-nitro-6,7-dihydro-5H-imidazo[2,1-b][1,3]oxazin-7-ylmethoxy)phenyl]piperazine-1-carboxylic acid tert-butyl ester). Run in ClCCl (dichloromethane). Reaction conditions: time 8 hour. Product: FC(C(=O)O)(F)F.C[C@@H]1N(C[C@H](NC1)C)C1=CC=C(OC[C@H]2CCN3C(O2)=NC(=C3)[N+](=O)[O-])C=C1 ((R)-7-[4-((2S,5R)-2,5-dimethyl-piperazin-1-yl)phenoxymethyl]-2-nitro-6,7-dihydro-5H-imidazo[2,1-b][1,3]oxazine trifluoroacetate), compound. RXN SMILES: [F:1][C:2]([F:7])([F:6])[C:3]([OH:5])=[O:4].C(OC([N:15]1[CH2:20][C@H:19]([CH3:21])[N:18]([C:22]2[CH:27]=[CH:26][C:25]([O:28][CH2:29][C@@H:30]3[O:35][C:34]4=[N:36][C:37]([N+:39]([O-:41])=[O:40])=[CH:38][N:33]4[CH2:32][CH2:31]3)=[CH:24][CH:23]=2)[CH2:17][C@H:16]1[CH3:42])=O)(C)(C)C>ClCCl>[F:1][C:2]([F:7])([F:6])[C:3]([OH:5])=[O:4].[CH3:21][C@H:19]1[CH2:20][NH:15][C@H:16]([CH3:42])[CH2:17][N:18]1[C:22]1[CH:23]=[CH:24][C:25]([O:28][CH2:29][C@@H:30]2[O:35][C:34]3=[N:36][C:37]([N+:39]([O-:41])=[O:40])=[CH:38][N:33]3[CH2:32][CH2:31]2)=[CH:26][CH:27]=1 |f:3.4|. Procedure details: Trifluoroacetic acid (4 ml) was added to a dichloromethane solution (4 ml) of (2R,5S)-2,5-dimethyl-4-[4-((R)-2-nitro-6,7-dihydro-5H-imidazo[2,1-b][1,3]oxazin-7-ylmethoxy)phenyl]piperazine-1-carboxylic acid tert-butyl ester (1.31 g), and the mixture was stirred overnight. The reaction mixture was concentrated under reduced pressure to afford the title compound as a brown amorphous compound (1.35 g).